From a dataset of the Open Reaction Database (ORD), a public repository of structured organic reaction records. describe an organic reaction: reactants, conditions, products, and yield Starting materials: [I-].[Na+] (sodium iodide), C(C1=CC=NC=C1)(=O)N (isonicotinamide), C(C1=CC=CC=C1)=NC1[C@@H]2N(C(=C(CS2)C=CCCl)C(=O)OC(C2=CC=CC=C2)C2=CC=CC=C2)C1=O (Diphenylmethyl 7-Benzylideneamino-3-(3-chloro-1-propen-1-yl)-3-cephem-4-carboxylate). The solvent is CC(=O)C (acetone), CN(C=O)C (dimethylformamide), CC(=O)C (acetone). Conditions: time 1.5 hour. The product is [I-].C(C1=CC=CC=C1)=NC1[C@@H]2N(C(=C(CS2)C=CC[N+]2=CC=C(C=C2)C(N)=O)C(=O)OC(C2=CC=CC=C2)C2=CC=CC=C2)C1=O (Benzhydryl 7-Benzylideneamino-3-[3-(4-carbamoyl-1-pyridinio)-1-propen-1-yl]-3-cephem-4-carboxylate Iodide). Yield: 79.8%. As a reaction SMILES: [CH:1](=[N:8][CH:9]1[C:36](=[O:37])[N:11]2[C:12]([C:20]([O:22][CH:23]([C:30]3[CH:35]=[CH:34][CH:33]=[CH:32][CH:31]=3)[C:24]3[CH:29]=[CH:28][CH:27]=[CH:26][CH:25]=3)=[O:21])=[C:13]([CH:16]=[CH:17][CH2:18]Cl)[CH2:14][S:15][C@H:10]12)[C:2]1[CH:7]=[CH:6][CH:5]=[CH:4][CH:3]=1.[I-:38].[Na+].[C:40]([NH2:48])(=[O:47])[C:41]1[CH:46]=[CH:45][N:44]=[CH:43][CH:42]=1>CC(C)=O.CN(C)C=O>[I-:38].[CH:1](=[N:8][CH:9]1[C:36](=[O:37])[N:11]2[C:12]([C:20]([O:22][CH:23]([C:30]3[CH:35]=[CH:34][CH:33]=[CH:32][CH:31]=3)[C:24]3[CH:29]=[CH:28][CH:27]=[CH:26][CH:25]=3)=[O:21])=[C:13]([CH:16]=[CH:17][CH2:18][N+:44]3[CH:45]=[CH:46][C:41]([C:40](=[O:47])[NH2:48])=[CH:42][CH:43]=3)[CH2:14][S:15][C@H:10]12)[C:2]1[CH:7]=[CH:6][CH:5]=[CH:4][CH:3]=1 |f:1.2,6.7|. Procedure: To a chilled mixture of the 3-chloropropenylcephem XVII (Z isomer) (16.4 g) in acetone (5 ml), was added dropwise a solution of sodium iodide (6.3 g, 42 mmole) in acetone (30 ml) over 10 minutes under nitrogen atmosphere, and the mixture was stirred at room temperature. The reaction was monitored by the ratio of uv absorption [E1 cm1% (255 nm)/E1 cm1% (320 nm)]. When the ratio reached below 1.30 (after 45 minutes), the mixture was diluted with carbon tetrachloride (400 ml), and allowed to stand ... The reactants are CN1C=NC(=C1C1=CC2=C(N=CN=C2S(=O)(=O)C)S1)C1=CC=CC=C1 (6-(1-Methyl-4-phenyl-1H-imidazol-5-yl)-4-(methylsulfonyl)thieno[2,3-d]pyrimidine), solid, IC=1C=C(C=CC1)C=1N=CN(C1C1=CC2=C(N=CN=C2SC)S1)C (6-[4-(3-iodophenyl)-1-methyl-1H-imidazol-5-yl]-4-(methylthio)thieno[2,3-d]pyrimidine), IC=1C=C(C=CC1)C=1N=CN(C1C1=CC2=C(N=CN=C2SC)S1)C (6-[4-(3-iodophenyl)-1-methyl-1H-imidazol-5-yl]-4-(methylthio)thieno[2,3-d]pyrimidine). Yields the product IC=1C=C(C=CC1)C=1N=CN(C1C1=CC2=C(N=CN=C2S(=O)(=O)C)S1)C (6-[4-(3-Iodophenyl)-1-methyl-1H-imidazol-5-yl]-4-(methylsulfonyl)thieno[2,3-d]pyrimidine). Reaction SMILES: [CH3:1][N:2]1[C:6]([C:7]2[S:19][C:10]3[N:11]=[CH:12][N:13]=[C:14]([S:15]([CH3:18])(=[O:17])=[O:16])[C:9]=3[CH:8]=2)=[C:5]([C:20]2[CH:25]=[CH:24][CH:23]=[CH:22][CH:21]=2)[N:4]=[CH:3]1.[I:26]C1C=C(C2N=CN(C)C=2C2SC3N=CN=C(SC)C=3C=2)C=CC=1>>[I:26][C:22]1[CH:21]=[C:20]([C:5]2[N:4]=[CH:3][N:2]([CH3:1])[C:6]=2[C:7]2[S:19][C:10]3[N:11]=[CH:12][N:13]=[C:14]([S:15]([CH3:18])(=[O:17])=[O:16])[C:9]=3[CH:8]=2)[CH:25]=[CH:24][CH:23]=1. Procedure details: The title compound was prepared by a similar process to that described for Intermediate 17 but using 6-[4-(3-iodophenyl)-1-methyl-1H-imidazol-5-yl]-4-(methylthio)thieno[2,3-d]pyrimidine (Intermediate 54) in place of 6-(1-methyl-4-phenyl-1H-imidazol-5-yl)-4-(methylthio)thieno[2,3-d]pyrimidine (example 7). Yellow solid (220 mg, 68%);